Task: describe an organic reaction: reactants, conditions, products, and yield. Dataset: the Open Reaction Database (ORD), a public repository of structured organic reaction records The reactants are [Br-], FC(F)=CCCBr, CC([O-])=S, CCCC[N+](CCCC)(CCCC)CCCC, [K+]. Product: CC(=S)OCCC=C(F)F. Reaction SMILES: [Br-:13].[Br:6][CH2:7][CH2:8][CH:9]=[C:10]([F:11])[F:12].[C:1]([CH3:2])(=[S:3])[O-:4].[CH2:14]([N+:15]([CH2:16][CH2:17][CH2:18][CH3:19])([CH2:20][CH2:21][CH2:22][CH3:23])[CH2:24][CH2:25][CH2:26][CH3:27])[CH2:28][CH2:29][CH3:30].[K+:5]>>[C:1]([CH3:2])(=[S:3])[O:4][CH2:7][CH2:8][CH:9]=[C:10]([F:11])[F:12]. The reactants are C(C1=CC=CC=C1)(=O)SCC(=O)O (benzoylmercaptoacetic acid), ON1C(CCC1=O)=O (N-hydroxysuccinimide), C1(CCCCC1)N=C=NC1CCCCC1 (dicyclohexylcarbodiimide). Run in O1CCOCC1 (dioxane), O1CCOCC1 (dioxane). Conditions: temperature 4 celsius, time 12 hour. Yields the product C(C1=CC=CC=C1)(=O)SCC(=O)C1C(=O)N(C(C1)=O)O (benzoylmercaptoacetyl-N-hydroxysuccinimide). Isolated yield 78.5%. As a reaction SMILES: [C:1]([S:9][CH2:10][C:11]([OH:13])=O)(=[O:8])[C:2]1[CH:7]=[CH:6][CH:5]=[CH:4][CH:3]=1.[OH:14][N:15]1[C:19](=[O:20])[CH2:18][CH2:17][C:16]1=[O:21].C1(N=C=NC2CCCCC2)CCCCC1>O1CCOCC1>[C:1]([S:9][CH2:10][C:11]([CH:17]1[CH2:18][C:19](=[O:20])[N:15]([OH:14])[C:16]1=[O:21])=[O:13])(=[O:8])[C:2]1[CH:3]=[CH:4][CH:5]=[CH:6][CH:7]=1. Procedure: To a stirring solution of (9.20 g, 46.9 mmoles) benzoylmercaptoacetic acid and (5.41 g, 46.9 mmoles) N-hydroxysuccinimide in (100 mL) dioxane was added a solution of (9.70 g, 47 mmoles) dicyclohexylcarbodiimide in (40 mL) dioxane. The reaction was stirred 12 hours followed by cooling to 4° C., filtering, and rotavapping off the dioxane to a white solid. The solid was triturated with cold isopropanol, filtered, and dried in vacuo yielding 10.8 g, 78% benzoylmercaptoacetyl-N-hydroxysuccinimide. 20...